From a dataset of the Open Reaction Database (ORD), a public repository of structured organic reaction records. describe an organic reaction: reactants, conditions, products, and yield Reactants: FC1=C(C=C2CCC=3C(=NOC3C3=C(C(=NO3)C3=CC=CC=C3)C(F)(F)F)C2=C1)C(=O)OC (methyl 8-fluoro-3-(3-phenyl-4-(trifluoromethyl)isoxazol-5-yl)-4,5-dihydronaphtho[1,2-c]isoxazole-7-carboxylate), O.[OH-].[Li+] (lithium hydroxide monohydrate), O.[OH-].[Li+] (lithium hydroxide monohydrate). Run at time 4 hour. Reported procedure: A mixture of methyl 8-fluoro-3-(3-phenyl-4-(trifluoromethyl)isoxazol-5-yl)-4,5-dihydronaphtho[1,2-c]isoxazole-7-carboxylate (Preparation 67C, 0.050 g, 0.109 mmol) and lithium hydroxide monohydrate (0.005 g, 0.119 mmol) in THF (4.0 mL) and water (4 mL) was stirred at room temperature for 4 h. An additional amount of lithium hydroxide monohydrate (0.005 g, 0.119 mmol) was added and the contents stirred at room temperature for 2 h. The reaction mixture was concentrated under vacuum and the residue ... The product is FC1=C(C=C2CCC=3C(=NOC3C3=C(C(=NO3)C3=CC=CC=C3)C(F)(F)F)C2=C1)C(=O)O (8-fluoro-3-(3-phenyl-4-(trifluoromethyl)isoxazol-5-yl)-4,5-dihydronaphtho[1,2-c]isoxazole-7-carboxylic acid). RXN SMILES: [F:1][C:2]1[CH:29]=[C:28]2[C:5]([CH2:6][CH2:7][C:8]3[C:9]2=[N:10][O:11][C:12]=3[C:13]2[O:17][N:16]=[C:15]([C:18]3[CH:23]=[CH:22][CH:21]=[CH:20][CH:19]=3)[C:14]=2[C:24]([F:27])([F:26])[F:25])=[CH:4][C:3]=1[C:30]([O:32]C)=[O:31].O.[OH-].[Li+]>C1COCC1.O>[F:1][C:2]1[CH:29]=[C:28]2[C:5]([CH2:6][CH2:7][C:8]3[C:9]2=[N:10][O:11][C:12]=3[C:13]2[O:17][N:16]=[C:15]([C:18]3[CH:19]=[CH:20][CH:21]=[CH:22][CH:23]=3)[C:14]=2[C:24]([F:25])([F:27])[F:26])=[CH:4][C:3]=1[C:30]([OH:32])=[O:31] |f:1.2.3|. The solvent is C1CCOC1 (THF), O (water).